The task is: describe an organic reaction: reactants, conditions, products, and yield. This data is from the Open Reaction Database (ORD), a public repository of structured organic reaction records. Reactants: FC(C(F)F)(OC1=CC=C(C=C1)C(C)=O)F (1-(4-(1,1,2,2-tetrafluoroethoxy)phenyl)ethanone), CC(C)(C)[S@@](=O)N ((R)-2-methylpropane-2-sulfinamide), Amine-1. Product: CC(C)(C)[S@@](=O)NC(C)C1=CC=C(C=C1)OC(C(F)F)(F)F ((R)-2-methyl-N-(1-(4-(1,1,2,2-tetrafluoroethoxy)phenyl)ethyl)propane-2-sulfinamide). The yield is 80.0%. As a reaction SMILES: [F:1][C:2]([F:16])([O:6][C:7]1[CH:12]=[CH:11][C:10]([C:13](=O)[CH3:14])=[CH:9][CH:8]=1)[CH:3]([F:5])[F:4].[CH3:17][C:18]([S@:21]([NH2:23])=[O:22])([CH3:20])[CH3:19]>>[CH3:17][C:18]([S@:21]([NH:23][CH:13]([C:10]1[CH:11]=[CH:12][C:7]([O:6][C:2]([F:16])([F:1])[CH:3]([F:5])[F:4])=[CH:8][CH:9]=1)[CH3:14])=[O:22])([CH3:20])[CH3:19]. Procedure: The title compound is prepared in 80% yield (0.95 g, a white solid) from 1-(4-(1,1,2,2-tetrafluoroethoxy)phenyl)ethanone (0.82 g, 3.46 mmol, Step-2) and (R)-2-methylpropane-2-sulfinamide by the similar manner in Step-4 of Amine-1. Starting materials: BrC=1C=NC(=NC1)C#N (5-bromopyrimidine-2-carbonitrile), C[Mg+].[Br-] (MeMgBr), C1CCOC1 (THF). Run at temperature -78 celsius, time 20 minute. Product: BrC=1C=NC(=NC1)C(C)=O (1-(5-bromopyrimidin-2-yl)ethanone). Yield: 30.2%. RXN SMILES: [Br:1][C:2]1[CH:3]=[N:4][C:5](C#N)=[N:6][CH:7]=1.C[Mg+].[Br-].[CH2:13]1[CH2:17][O:16]CC1>>[Br:1][C:2]1[CH:3]=[N:4][C:5]([C:17](=[O:16])[CH3:13])=[N:6][CH:7]=1 |f:1.2|. Procedure: To a solution of 5-bromopyrimidine-2-carbonitrile (300 mg, 1.63 mmol) in THF (20 mL) was added MeMgBr (5.43 mL, 16.3 mmol) at −78° C. under nitrogen. The solution was stirred at −78° C. for 20 min., quenched with satd aq NH4Cl, and extracted with EtOAc. The combined organic layer was dried over anhydrous Na2SO4 and concentrated to give an oil, which was purified by prep TLC (3:1 PE/EtOAc) to give 1-(5-bromopyrimidin-2-yl)ethanone (99 mg, yield 30.2%). 1H NMR (CDCl3): δ2.70 (s, 3H), 8.90 (m, 2H). Starting materials: COc1cc(Br)ccc1OCC(C)(C)O, CNCCNC, O=c1cc(CSc2ccc(Cl)cc2)nc[nH]1, [Cu]I, C1COCCO1. Yields the product COc1cc(-n2cnc(CSc3ccc(Cl)cc3)cc2=O)ccc1OCC(C)(C)O. As a reaction SMILES: [Br:17][c:18]1[cH:19][c:20]([O:30][CH3:31])[c:21]([O:22][CH2:23][C:24]([CH3:25])([OH:26])[CH3:27])[cH:28][cH:29]1.[CH3:32][NH:33][CH2:34][CH2:35][NH:36][CH3:37].[Cl:1][c:2]1[cH:3][cH:4][c:5]([S:8][CH2:9][c:10]2[cH:11][c:12](=[O:16])[nH:13][cH:14][n:15]2)[cH:6][cH:7]1.[Cu:44][I:45].[O:38]1[CH2:39][CH2:40][O:41][CH2:42][CH2:43]1>>[Cl:1][c:2]1[cH:3][cH:4][c:5]([S:8][CH2:9][c:10]2[cH:11][c:12](=[O:16])[n:13](-[c:18]3[cH:19][c:20]([O:30][CH3:31])[c:21]([O:22][CH2:23][C:24]([CH3:25])([OH:26])[CH3:27])[cH:28][cH:29]3)[cH:14][n:15]2)[cH:6][cH:7]1. The reactants are NC=1C2=C(N=CN1)C(=CS2)/C=C/C=2C=C(C(=O)O)C=CC2C ((E)-3-(2-(4-aminothieno[3,2-d]pyrimidine-7-yl)vinyl)-4-methylbenzoic acid), C(C)N1CCN(CC1)CC1=C(C=C(N)C=C1)C(F)(F)F (4-((4-ethylpiperazine-1-yl)methyl)-3-(trifluoromethyl)aniline). Yields the product NC=1C2=C(N=CN1)C(=CS2)/C=C/C=2C=C(C(=O)NC1=CC(=C(C=C1)CN1CCN(CC1)CC)C(F)(F)F)C=CC2C ((E)-3-(2-(4-aminothieno[3,2-d]pyrimidine-7-yl)vinyl)-N-(4-((4-ethylpiperazine-1-yl)methyl)-3-(trifluoromethyl)phenyl)-4-methylbenzamide). As a reaction SMILES: [NH2:1][C:2]1[C:3]2[S:10][CH:9]=[C:8](/[CH:11]=[CH:12]/[C:13]3[CH:14]=[C:15]([CH:19]=[CH:20][C:21]=3[CH3:22])[C:16]([OH:18])=O)[C:4]=2[N:5]=[CH:6][N:7]=1.[CH2:23]([N:25]1[CH2:30][CH2:29][N:28]([CH2:31][C:32]2[CH:38]=[CH:37][C:35]([NH2:36])=[CH:34][C:33]=2[C:39]([F:42])([F:41])[F:40])[CH2:27][CH2:26]1)[CH3:24]>>[NH2:1][C:2]1[C:3]2[S:10][CH:9]=[C:8](/[CH:11]=[CH:12]/[C:13]3[CH:14]=[C:15]([CH:19]=[CH:20][C:21]=3[CH3:22])[C:16]([NH:36][C:35]3[CH:37]=[CH:38][C:32]([CH2:31][N:28]4[CH2:27][CH2:26][N:25]([CH2:23][CH3:24])[CH2:30][CH2:29]4)=[C:33]([C:39]([F:42])([F:41])[F:40])[CH:34]=3)=[O:18])[C:4]=2[N:5]=[CH:6][N:7]=1. Procedure: The procedure of Step 5 of Example 1 was repeated except for using (E)-3-(2-(4-aminothieno[3,2-d]pyrimidine-7-yl)vinyl)-4-methylbenzoic acid and 4-((4-ethylpiperazine-1-yl)methyl)-3-(trifluoromethyl)aniline to obtain the title compound (see Table 1).